Dataset: the Open Reaction Database (ORD), a public repository of structured organic reaction records. Task: describe an organic reaction: reactants, conditions, products, and yield Yields the product C(C)N(C1=CC=C(C(=N1)C)[N+](=O)[O-])CC (6-diethylamino-3-nitro-2-picoline). Run at temperature 5 celsius, time 1 hour. Reaction SMILES: [CH2:1]([N:3]([CH2:11][CH3:12])[C:4]1[N:9]=[C:8]([CH3:10])[CH:7]=[CH:6][CH:5]=1)[CH3:2].[N+:13]([O-])([OH:15])=[O:14].[OH-].[Na+]>S(=O)(=O)(O)O>[CH2:11]([N:3]([CH2:1][CH3:2])[C:4]1[N:9]=[C:8]([CH3:10])[C:7]([N+:13]([O-:15])=[O:14])=[CH:6][CH:5]=1)[CH3:12] |f:2.3|. Reported procedure: To a 1900 ml of concentrated sulfuric acid 630 g of 6-diethylamino-2-picoline were dropwise added while cooling with ice water. A 70% nitric acid solution of 347 g were dropwise added at not more than 5° C. over about 2 hours to the resulting mixture and stirred at 5° C. for additional one hour. The reation mixture was added to 4 kg of ice, neutralized with a sodium hydroxide solution, and extracted two times with ethyl acetate. The extract solution was washed two times with water, dried over an... The solvent is S(O)(O)(=O)=O (sulfuric acid). Reactants: ice, [OH-].[Na+] (sodium hydroxide), ice water, [N+](=O)(O)[O-] (nitric acid), C(C)N(C1=CC=CC(=N1)C)CC (6-diethylamino-2-picoline). Starting materials: ClC1=NC=CC(=N1)C1=C(N=C(S1)N1CCOCC1)C=1C(=C(C=CC1F)NS(=O)(=O)C1=C(C=CC=C1F)F)F (N-{3-[5-(2-chloro-4-pyrimidinyl)-2-(4-morpholinyl)-1,3-thiazol-4-yl]-2,4-difluorophenyl}-2,6-difluorobenzenesulfonamide), [NH4+].[OH-] (NH4OH). The product is NC1=NC=CC(=N1)C1=C(N=C(S1)N1CCOCC1)C=1C(=C(C=CC1F)NS(=O)(=O)C1=C(C=CC=C1F)F)F (N-{3-[5-(2-Amino-4-pyrimidinyl)-2-(4-morpholinyl)-1,3-thiazol-4-yl]-2,4-difluorophenyl}-2,6-difluorobenzenesulfonamide). RXN SMILES: Cl[C:2]1[N:7]=[C:6]([C:8]2[S:12][C:11]([N:13]3[CH2:18][CH2:17][O:16][CH2:15][CH2:14]3)=[N:10][C:9]=2[C:19]2[C:20]([F:38])=[C:21]([NH:26][S:27]([C:30]3[C:35]([F:36])=[CH:34][CH:33]=[CH:32][C:31]=3[F:37])(=[O:29])=[O:28])[CH:22]=[CH:23][C:24]=2[F:25])[CH:5]=[CH:4][N:3]=1.[NH4+:39].[OH-]>>[NH2:39][C:2]1[N:7]=[C:6]([C:8]2[S:12][C:11]([N:13]3[CH2:18][CH2:17][O:16][CH2:15][CH2:14]3)=[N:10][C:9]=2[C:19]2[C:20]([F:38])=[C:21]([NH:26][S:27]([C:30]3[C:35]([F:36])=[CH:34][CH:33]=[CH:32][C:31]=3[F:37])(=[O:29])=[O:28])[CH:22]=[CH:23][C:24]=2[F:25])[CH:5]=[CH:4][N:3]=1 |f:1.2|. Procedure: Following a procedure analogous to the procedure described in Example 21 using N-{3-[5-(2-chloro-4-pyrimidinyl)-2-(4-morpholinyl)-1,3-thiazol-4-yl]-2,4-difluorophenyl}-2,6-difluorobenzenesulfonamide (150 mg, 0.256 mmol) and NH4OH (2.5 mL, 17.97 mmol) heated in the microwave at 130° C. for 15 min the title compound was obtained as a light yellow solid (124 mg, 81%). 1H NMR (400 MHz, DMSO-d6) δ ppm 10.85 (br. s., 1H), 7.90 (d, J=5.3 Hz, 1H), 7.60-7.74 (m, 1H), 7.49 (td, J=8.7, 6.1 Hz, 1H), 7.16-7.... Reactants: ClC1=CC(=CC=C1)C(=O)OO (3-chloroperbenzoic acid), COC1=CC=C(C=C1)C=1N=C(NC1C1=CC=C(C=C1)OC)SC1=CC=C(C=C1)C (4,5-bis(4-methoxyphenyl)-2-(4-methylphenylthio)imidazole). Run in ClCCl (dichloromethane), ClCCl (dichloromethane). Reaction conditions: time 3 hour. Product: COC1=CC=C(C=C1)C=1N=C(NC1C1=CC=C(C=C1)OC)S(=O)C1=CC=C(C=C1)C (4,5-bis(4-methoxyphenyl)-2-(4-methylphenylsulfinyl)imidazole). The yield is 88.5%. Reaction SMILES: ClC1C=CC=C(C(OO)=[O:9])C=1.[CH3:12][O:13][C:14]1[CH:19]=[CH:18][C:17]([C:20]2[N:21]=[C:22]([S:33][C:34]3[CH:39]=[CH:38][C:37]([CH3:40])=[CH:36][CH:35]=3)[NH:23][C:24]=2[C:25]2[CH:30]=[CH:29][C:28]([O:31][CH3:32])=[CH:27][CH:26]=2)=[CH:16][CH:15]=1>ClCCl>[CH3:32][O:31][C:28]1[CH:29]=[CH:30][C:25]([C:24]2[N:23]=[C:22]([S:33]([C:34]3[CH:39]=[CH:38][C:37]([CH3:40])=[CH:36][CH:35]=3)=[O:9])[NH:21][C:20]=2[C:17]2[CH:16]=[CH:15][C:14]([O:13][CH3:12])=[CH:19][CH:18]=2)=[CH:26][CH:27]=1. Reported procedure: A solution of 2.164 g of 3-chloroperbenzoic acid (80%) in 150 ml of dichloromethane is dropped to a solution of 4.03 g of 4,5-bis(4-methoxyphenyl)-2-(4-methylphenylthio)imidazole in 100 ml of dichloromethane. The solution is agitated for 3 hours at room temperature, washed with sodium bicarbonate solution, dried over sodium sulfate, and concentrated to dryness under vacuum. The residue is chromatographed on 150 g of silica gel with acetone/hexane, thus obtaining 3.71 g of 4,5-bis(4-methoxyphenyl...